Dataset: the Open Reaction Database (ORD), a public repository of structured organic reaction records. Task: describe an organic reaction: reactants, conditions, products, and yield The reactants are NC1=NC2=C(C=3C=C(C=NC13)CCC1=C(C=C(C=C1)OC)C)C=CC(=C2)CO ((5-amino-2-(4-methoxy-2-methylphenethyl)benzo[f][1,7]naphthyridin-8-yl)methanol). Run in CS(=O)C (DMSO), O (water). Run at time 2.5 hour. Product: NC1=NC2=C(C=3C=C(C=NC13)CCC1=C(C=C(C=C1)OC)C)C=CC(=C2)C=O (5-amino-2-(4-methoxy-2-methylphenethyl)benzo[f][1,7]naphthyridine-8-carbaldehyde). Reaction SMILES: [NH2:1][C:2]1[C:11]2[N:10]=[CH:9][C:8]([CH2:12][CH2:13][C:14]3[CH:19]=[CH:18][C:17]([O:20][CH3:21])=[CH:16][C:15]=3[CH3:22])=[CH:7][C:6]=2[C:5]2[CH:23]=[CH:24][C:25]([CH2:27][OH:28])=[CH:26][C:4]=2[N:3]=1>CS(C)=O.O>[NH2:1][C:2]1[C:11]2[N:10]=[CH:9][C:8]([CH2:12][CH2:13][C:14]3[CH:19]=[CH:18][C:17]([O:20][CH3:21])=[CH:16][C:15]=3[CH3:22])=[CH:7][C:6]=2[C:5]2[CH:23]=[CH:24][C:25]([CH:27]=[O:28])=[CH:26][C:4]=2[N:3]=1. Procedure details: To a solution of (5-amino-2-(4-methoxy-2-methylphenethyl)benzo[f][1,7]naphthyridin-8-yl)methanol (2-1), 1.0 equiv. in DMSO (0.15 M) at room temperature was added IBX (1.5 equiv.). The reaction was stirred for 2.5 hours and then diluted with water. The aqueous layer was extracted with 2% MeOH/DCM (4×). The combined organic layers were dried over anhydrous MgSO4 and concentrated in vacuo. The resulting residue was purified by a COMBIFLASH® system (ISCO) using a gradient of 0-5% MeOH/DCM to provide...